Dataset: the Open Reaction Database (ORD), a public repository of structured organic reaction records. Task: describe an organic reaction: reactants, conditions, products, and yield The reactants are CC(C)c1noc(N2CCC(C(C)OS(C)(=O)=O)CC2)n1, CS(=O)(=O)c1ccc(-c2ccc(O)cn2)cc1, [K+], [K+], O=C([O-])[O-], CN(C)C=O. The product is CC(C)c1noc(N2CCC(C(C)Oc3ccc(-c4ccc(S(C)(=O)=O)cc4)nc3)CC2)n1. Reaction SMILES: [CH3:18][S:19]([O:20][CH:23]([CH3:24])[CH:25]1[CH2:26][CH2:27][N:28]([c:31]2[n:32][c:33]([CH:36]([CH3:37])[CH3:38])[n:34][o:35]2)[CH2:29][CH2:30]1)(=[O:21])=[O:22].[CH3:1][S:2](=[O:3])(=[O:4])[c:5]1[cH:6][cH:7][c:8](-[c:11]2[cH:12][cH:13][c:14]([OH:17])[cH:15][n:16]2)[cH:9][cH:10]1.[K+:39].[K+:40].[O-:41][C:42]([O-:43])=[O:44].[O:45]=[CH:46][N:47]([CH3:48])[CH3:49]>>[CH3:1][S:2](=[O:3])(=[O:4])[c:5]1[cH:6][cH:7][c:8](-[c:11]2[cH:12][cH:13][c:14]([O:17][CH:23]([CH3:24])[CH:25]3[CH2:26][CH2:27][N:28]([c:31]4[n:32][c:33]([CH:36]([CH3:37])[CH3:38])[n:34][o:35]4)[CH2:29][CH2:30]3)[cH:15][n:16]2)[cH:9][cH:10]1. Starting materials: ClC=1C=C(C=CC1)NC1=NC=CC(=N1)C1=CC=[N+](C=C1)[O-] (N-(3-chloro-phenyl)-4-(N-oxido-4-pyridyl)-2-pyrimidineamine), P(=O)(Cl)(Cl)Cl (phosphorus oxychloride), [OH-].[Na+] (sodium hydroxide). Product: ClC=1C=C(C=CC1)NC1=NC=CC(=N1)C1=CC(=NC=C1)Cl (N-(3-chloro-phenyl)-4-(2-chloro4-pyridyl)-2-pyrimidineamine). Reaction SMILES: [Cl:1][C:2]1[CH:3]=[C:4]([NH:8][C:9]2[N:14]=[C:13]([C:15]3[CH:20]=[CH:19][N+:18]([O-])=[CH:17][CH:16]=3)[CH:12]=[CH:11][N:10]=2)[CH:5]=[CH:6][CH:7]=1.[OH-].[Na+].P(Cl)(Cl)([Cl:26])=O>>[Cl:1][C:2]1[CH:3]=[C:4]([NH:8][C:9]2[N:14]=[C:13]([C:15]3[CH:20]=[CH:19][N:18]=[C:17]([Cl:26])[CH:16]=3)[CH:12]=[CH:11][N:10]=2)[CH:5]=[CH:6][CH:7]=1 |f:1.2|. Procedure details: 10.0 g (32 mmol) of N-(3-chloro-phenyl)-4-(N-oxido-4-pyridyl)-2-pyrimidineamine are stirred for 24 h in 100 ml of phosphorus oxychloride at 110°. The reaction mixture is stirred at 50° into 2N sodium hydroxide solution and extracted with tetrahydrofuran. Concentration and crystallisation (tetrahydrofuran/ethanol) of the residue give N-(3-chloro-phenyl)-4-(2-chloro4-pyridyl)-2-pyrimidineamine; m.p. 196°-198°, Rf =0.7 (methylene chloride:methanol=95:5).